Dataset: the Open Reaction Database (ORD), a public repository of structured organic reaction records. Task: describe an organic reaction: reactants, conditions, products, and yield Starting materials: 7- and 8-hydroxycarbostyrils, [OH-].[K+] (potassium hydroxide), [OH-].[Na+] (sodium hydroxide), OO (hydrogen peroxide), OC=1C=CC=C2C=CC=NC12 (8-hydroxyquinoline), OC1=C2C=CC(NC2=CC=C1)=O (5-hydroxycarbostyril), OC1=C2C=CC=NC2=CC=C1 (5-hydroxyquinoline), OC=1C=CC=C2C=CC(NC12)=O (8-hydroxycarbostyril). The solvent is C(C)(=O)O (acetic acid). Yields the product OC=1C=CC=C2C=CC=[N+](C12)[O-] (8-hydroxyquinoline 1-oxide). As a reaction SMILES: [OH:1]C1C=CC=C2C=1C=CC(=O)N2.OC1C=CC=C2C=1C=CC=N2.[OH-].[Na+].[OH-].[K+].[OH:28][C:29]1[CH:30]=[CH:31][CH:32]=[C:33]2[C:38]=1[NH:37][C:36](=O)[CH:35]=[CH:34]2.OC1C=CC=C2C=1N=CC=C2.OO>C(O)(=O)C>[OH:28][C:29]1[CH:30]=[CH:31][CH:32]=[C:33]2[C:38]=1[N+:37]([O-:1])=[CH:36][CH:35]=[CH:34]2 |f:2.3,4.5|. Procedure details: The 5-, 6-, 7- and 8-hydroxycarbostyrils used for the preparation of the starting material used in the present invention are described in Berichte, Vol. 20, page 2172, 1887; Journal of Organic Chemistry, Vol. 36, pp 3490-3493, 1971 and ibid, Vol. 33, pp 1089-1092, 1968. Briefly, 5-hydroxycarbostyril can be prepared by fusing 5-hydroxyquinoline with a caustic alkali such as sodium hydroxide or potassium hydroxide, and 8-hydroxycarbostyril can be prepared by reacting 8-hydroxyquinoline with hydrog... The reactants are N[C@@H]1CC[C@H](CC1)NC(=O)C1=CNC2=C1N=CN=C2C2=C(C=CC=1OCOC12)OCC1CC1 (trans-4-(5-cyclopropylmethoxy-benzo[1,3]dioxol-4-yl)-5H-pyrrolo[3,2-d]pyrimidine-7-carboxylic acid (4-amino-cyclohexyl)-amide), C1(CC1)C(=O)Cl (cyclopropanecarbonyl chloride). Yields the product C1(CC1)C(=O)N[C@@H]1CC[C@H](CC1)NC(=O)C1=CNC2=C1N=CN=C2C2=C(C=CC=1OCOC12)OCC1CC1 (trans-4-(5-Cyclopropylmethoxy-benzo[1,3]dioxol-4-yl)-5H-pyrrolo[3,2-d]pyrimidine-7-carboxylic acid {4-[(1-cyclopropyl-methanoyl)-amino]-cyclohexyl}-amide). As a reaction SMILES: [NH2:1][C@H:2]1[CH2:7][CH2:6][C@H:5]([NH:8][C:9]([C:11]2[C:15]3[N:16]=[CH:17][N:18]=[C:19]([C:20]4[C:28]5[O:27][CH2:26][O:25][C:24]=5[CH:23]=[CH:22][C:21]=4[O:29][CH2:30][CH:31]4[CH2:33][CH2:32]4)[C:14]=3[NH:13][CH:12]=2)=[O:10])[CH2:4][CH2:3]1.[CH:34]1([C:37](Cl)=[O:38])[CH2:36][CH2:35]1>>[CH:34]1([C:37]([NH:1][C@H:2]2[CH2:7][CH2:6][C@H:5]([NH:8][C:9]([C:11]3[C:15]4[N:16]=[CH:17][N:18]=[C:19]([C:20]5[C:28]6[O:27][CH2:26][O:25][C:24]=6[CH:23]=[CH:22][C:21]=5[O:29][CH2:30][CH:31]5[CH2:33][CH2:32]5)[C:14]=4[NH:13][CH:12]=3)=[O:10])[CH2:4][CH2:3]2)=[O:38])[CH2:36][CH2:35]1. Procedure details: Starting from trans-4-(5-cyclopropylmethoxy-benzo[1,3]dioxol-4-yl)-5H-pyrrolo[3,2-d]pyrimidine-7-carboxylic acid (4-amino-cyclohexyl)-amide (example A140) and cyclopropanecarbonyl chloride the title compound is obtained as colorless solid. Reactants: CC(=O)OCc1cc(C(F)(F)F)ccn1, CO, [Na+], [OH-], O. Product: OCc1cc(C(F)(F)F)ccn1. As a reaction SMILES: [C:1](=[O:2])([CH3:3])[O:4][CH2:5][c:6]1[n:7][cH:8][cH:9][c:10]([C:12]([F:13])([F:14])[F:15])[cH:11]1.[CH3:18][OH:19].[Na+:17].[OH-:16].[OH2:20]>>[OH:4][CH2:5][c:6]1[n:7][cH:8][cH:9][c:10]([C:12]([F:13])([F:14])[F:15])[cH:11]1.